This data is from the Open Reaction Database (ORD), a public repository of structured organic reaction records. The task is: describe an organic reaction: reactants, conditions, products, and yield Reactants: FC(C1=NC(=CC(=C1C(=O)OC)Cl)C(F)(F)F)(F)F (2,6-bis(trifluoromethyl)-3-methoxycarbonyl-4-chloropyridine). The reagents and catalysts are [Pd] (Pd/C). Run in CO (methanol). Yields the product FC(C1=NC(=CC=C1C(=O)OC)C(F)(F)F)(F)F (2,6-bis(trifluoromethyl)-3-methoxycarbonyl pyridine). Yield: 63.6%. Reaction SMILES: [F:1][C:2]([F:19])([F:18])[C:3]1[C:8]([C:9]([O:11][CH3:12])=[O:10])=[C:7](Cl)[CH:6]=[C:5]([C:14]([F:17])([F:16])[F:15])[N:4]=1>CO.[Pd]>[F:18][C:2]([F:1])([F:19])[C:3]1[C:8]([C:9]([O:11][CH3:12])=[O:10])=[CH:7][CH:6]=[C:5]([C:14]([F:17])([F:16])[F:15])[N:4]=1. Reported procedure: 20 g (0.065 mole) of the product of Example 6 in 100 ml of methanol was hydrogenated for 2 days at room temperature and at 50 p.s.i. in the presence of 2 g of 10% Pd/C. The catalyst was filtered off and the solvent from the filtrate was removed under vacuum. The residue was taken up in ethyl ether, washed with H2O, 2X with sat. NaHCO3, 2X with H2O and dried over MgSO4. The ether was removed under vacuum and the residue was purified by HPLC (15% Et. Acet./Hexane) to yield 11.3 g (64%) of a clear ... The reactants are COC1=CC=C(CN2N=NN=C2C(=O)OCC)C=C1 (1-(p-methoxybenzyl)-5-carboethoxy tetrazole), [OH-].[Na+] (NaOH). Solvent: O (water), C(C)O (ethanol). Yields the product COC1=CC=C(CN2N=NN=C2C(=O)[O-])C=C1.[Na+] (Sodium 1-(p-Methoxybenzyl)-1H-tetrazole-5-carboxylate). RXN SMILES: [CH3:1][O:2][C:3]1[CH:19]=[CH:18][C:6]([CH2:7][N:8]2[C:12]([C:13]([O:15]CC)=[O:14])=[N:11][N:10]=[N:9]2)=[CH:5][CH:4]=1.[OH-].[Na+:21]>C(O)C.O>[CH3:1][O:2][C:3]1[CH:4]=[CH:5][C:6]([CH2:7][N:8]2[C:12]([C:13]([O-:15])=[O:14])=[N:11][N:10]=[N:9]2)=[CH:18][CH:19]=1.[Na+:21] |f:1.2,5.6|. Procedure details: Following the procedure of Example 2, 1-(p-methoxybenzyl)-5-carboethoxy tetrazole is dissolved in warm absolute ethanol. A slight stoichiometric excess of NaOH in water is added to precipitate the sodium salt.